describe an organic reaction: reactants, conditions, products, and yield From a dataset of the Open Reaction Database (ORD), a public repository of structured organic reaction records. Reactants: ClC1=CC=NC=2CC(CC(C12)=O)C1=CC=CC=C1 (4-chloro-7-phenyl-5,6,7,8-tetrahydroquinolin-5-one), C[O-].[Na+] (sodium methoxide). The solvent is CO (methanol). Product: COC1=CC=NC=2CC(CC(C12)=O)C1=CC=CC=C1 (4-methoxy-7-phenyl-5,6,7,8-tetrahydroquinolin-5-one). Yield: 92.9%. RXN SMILES: Cl[C:2]1[C:11]2[C:10](=[O:12])[CH2:9][CH:8]([C:13]3[CH:18]=[CH:17][CH:16]=[CH:15][CH:14]=3)[CH2:7][C:6]=2[N:5]=[CH:4][CH:3]=1.[CH3:19][O-:20].[Na+]>CO>[CH3:19][O:20][C:2]1[C:11]2[C:10](=[O:12])[CH2:9][CH:8]([C:13]3[CH:18]=[CH:17][CH:16]=[CH:15][CH:14]=3)[CH2:7][C:6]=2[N:5]=[CH:4][CH:3]=1 |f:1.2|. Reported procedure: To a solution of 4-chloro-7-phenyl-5,6,7,8-tetrahydroquinolin-5-one (0.23 g) in methanol (20 ml) was added sodium methoxide (0.096 g), and the mixture was refluxed for 1 hour and cooled. The solvent was evaporated, and to the residue was added ethyl acetate. The organic layer was washed with water and saturated brine, dried with magnesium sulfate and concentrated under reduced pressure, and the residue was recrystallized from ethyl acetate-hexane to give crystals of 4-methoxy-7-phenyl-5,6,7,8-te...